Dataset: the Open Reaction Database (ORD), a public repository of structured organic reaction records. Task: describe an organic reaction: reactants, conditions, products, and yield Starting materials: [Na] (sodium), BrCCCCCN1C(C=2C(C1=O)=CC=CC2)=O (N-(5-bromopentyl)phthalimide), [O-]CC.[Na+] (sodium ethoxide), C(CC(=O)C)(=O)OCC (ethyl acetoacetate). Solvent: alcohol, O (water), C(C)O (ethanol), C(C)O (ethanol). Conditions: time 8 hour. The product is O=C(C(CCCCCN1C(C=2C(C1=O)=CC=CC2)=O)C(=O)OCC)C (N-[7-Oxo(6-carboethoxy)octyl]phthalimide). Reaction SMILES: [O-]CC.[Na+].[Na].[C:6]([O:12][CH2:13][CH3:14])(=[O:11])[CH2:7][C:8]([CH3:10])=[O:9].Br[CH2:16][CH2:17][CH2:18][CH2:19][CH2:20][N:21]1[C:25](=[O:26])[C:24]2=[CH:27][CH:28]=[CH:29][CH:30]=[C:23]2[C:22]1=[O:31]>C(O)C.O>[O:9]=[C:8]([CH3:10])[CH:7]([C:6]([O:12][CH2:13][CH3:14])=[O:11])[CH2:16][CH2:17][CH2:18][CH2:19][CH2:20][N:21]1[C:22](=[O:31])[C:23]2=[CH:30][CH:29]=[CH:28][CH:27]=[C:24]2[C:25]1=[O:26] |f:0.1,^1:4|. Reported procedure: A solution of sodium ethoxide in ethanol, prepared by dissolving 23.69 g (1.03 moles) of sodium in 800 ml of absolute alcohol, was treated slowly with ethyl acetoacetate. To this solution was added, in one portion, 308 g (1.04 moles) of N-(5-bromopentyl)phthalimide and the resulting mixture was refluxed for two hours and stirred overnight at 25°. The ethanol was stripped, 1500 ml of water was added to the residue, and the resulting mixture was extracted with 3×400 ml of ether. The ether layers w... Reactants: Cc1cc(-c2cc(C(F)(F)F)nc(-c3ccnc(-c4ccc(S(=O)(=O)NC(C)(C)C)s4)c3)n2)ccc1Cl, ClCCl, O=C(O)C(F)(F)F. Product: Cc1cc(-c2cc(C(F)(F)F)nc(-c3ccnc(-c4ccc(S(N)(=O)=O)s4)c3)n2)ccc1Cl. As a reaction SMILES: [C:1]([CH3:2])([CH3:3])([CH3:4])[NH:5][S:6](=[O:7])(=[O:8])[c:9]1[s:10][c:11](-[c:14]2[n:15][cH:16][cH:17][c:18](-[c:20]3[n:21][c:22]([C:34]([F:35])([F:36])[F:37])[cH:23][c:24](-[c:26]4[cH:27][c:28]([CH3:33])[c:29]([Cl:32])[cH:30][cH:31]4)[n:25]3)[cH:19]2)[cH:12][cH:13]1.[Cl:45][CH2:46][Cl:47].[F:38][C:39]([F:40])([F:41])[C:42]([OH:43])=[O:44]>>[NH2:5][S:6](=[O:7])(=[O:8])[c:9]1[s:10][c:11](-[c:14]2[n:15][cH:16][cH:17][c:18](-[c:20]3[n:21][c:22]([C:34]([F:35])([F:36])[F:37])[cH:23][c:24](-[c:26]4[cH:27][c:28]([CH3:33])[c:29]([Cl:32])[cH:30][cH:31]4)[n:25]3)[cH:19]2)[cH:12][cH:13]1. The reactants are C[O-].[Na+] (sodium methylate), COP(OC)(=O)CC(=O)OC (carbomethoxy-methane-phosphonic acid dimethyl ester), C(\C=C/C(=O)OC)(=O)OC (dimethyl maleate), Cl (hydrochloric acid). Solvent: CO (methanol). Product: COP(OC)(=O)C(C(CC(=O)OC)C(=O)OC)C(=O)OC (1,2,3-tricarbomethoxy-propane-1-phosphonic acid dimethyl ester). As a reaction SMILES: C[O-].[Na+].[CH3:4][O:5][P:6]([CH2:10][C:11]([O:13][CH3:14])=[O:12])(=[O:9])[O:7][CH3:8].[C:15]([O:23][CH3:24])(=[O:22])/[CH:16]=[CH:17]\[C:18]([O:20][CH3:21])=[O:19].Cl>CO>[CH3:4][O:5][P:6]([CH:10]([C:11]([O:13][CH3:14])=[O:12])[CH:16]([C:15]([O:23][CH3:24])=[O:22])[CH2:17][C:18]([O:20][CH3:21])=[O:19])(=[O:9])[O:7][CH3:8] |f:0.1|. Procedure details: 0.09 mol of sodium methylate in 25 cc of methanol was added within 45 minutes to a mixture of 136.5 g (0.75 mol) of carbomethoxy-methane-phosphonic acid dimethyl ester and 108 g (0.75 mol) of dimethyl maleate. The temperature was found to increase from 22° C to 41° C. The whole was allowed to further react for 30 minutes at 100° C. After neutralization by the addition of 5 cc of concentrated hydrochloric acid and filtration, all volatile matter was distilled off under vacuum at a base temperatur... Starting materials: ClC1=C(OCCCCCC2=CC(=NO2)CO)C(=CC(=C1)C=1OCCN1)Cl (5-{5-[2,6-dichloro-4-(4,5-dihydro-2-oxazolyl)phenoxy]pentyl}-3-isoxazolemethanol), [H-].[Na+] (sodium hydride), CI (methyl iodide), [H][H] (hydrogen). Run in O1CCCC1 (tetrahydrofuran), CCOCC (ether). Reaction conditions: time 48 hour. Yields the product ClC1=C(OCCCCCC2=CC(=NO2)COC)C(=CC(=C1)C=1OCCN1)Cl (5-{-5-[2,6-Dichloro-4-(4,5-dihydro-2-oxazolyl)phenoxy]pentyl}-3-(methoxymethyl)isoxazole). Reaction SMILES: [Cl:1][C:2]1[CH:20]=[C:19]([C:21]2[O:22][CH2:23][CH2:24][N:25]=2)[CH:18]=[C:17]([Cl:26])[C:3]=1[O:4][CH2:5][CH2:6][CH2:7][CH2:8][CH2:9][C:10]1[O:14][N:13]=[C:12]([CH2:15][OH:16])[CH:11]=1.[H-].[Na+].[H][H].[CH3:31]I>O1CCCC1.CCOCC>[Cl:26][C:17]1[CH:18]=[C:19]([C:21]2[O:22][CH2:23][CH2:24][N:25]=2)[CH:20]=[C:2]([Cl:1])[C:3]=1[O:4][CH2:5][CH2:6][CH2:7][CH2:8][CH2:9][C:10]1[O:14][N:13]=[C:12]([CH2:15][O:16][CH3:31])[CH:11]=1 |f:1.2|. Procedure: To a solution of 6.8 g of 5-{5-[2,6-dichloro-4-(4,5-dihydro-2-oxazolyl)phenoxy]pentyl}-3-isoxazolemethanol (Example 116) in 100 ml of dry tetrahydrofuran was added 0.45 g of sodium hydride. After hydrogen evolution had ceased, the solution was cooled in an ice-bath and 1.1 ml of methyl iodide was added. The reaction mixture was stirred at room temperature for 48 hrs, then diluted with ether and washed well with water. Evaporation of the solvent and chromatography provided 3.1 g of the product as... Reactants: [Na+].[Cl-] (NaCl), C1(CCCCC1)CN1C2=CC=CC(=C2C=2C(=CC=CC12)O)C(N)=O (9-[(cyclohexyl)methyl]-4-hydroxy-5-carbamoyl carbazole), C(=O)([O-])[O-].[Cs+].[Cs+] (Cs2CO3), BrCC(=O)OC (methyl bromoacetate). The solvent is CCOC(=O)C (EtOAc), O (H2O), CN(C)C=O (DMF). Run at time 2 hour. Product: C1(CCCCC1)CN1C2=CC=CC(=C2C=2C(=CC=CC12)OCC(=O)OC)C(N)=O ([9-[(Cyclohexyl)methyl]-5-carbamoylcarbazol-4-yl]oxyacetic acid, methyl ester). As a reaction SMILES: [CH:1]1([CH2:7][N:8]2[C:20]3[CH:19]=[CH:18][CH:17]=[C:16]([OH:21])[C:15]=3[C:14]3[C:9]2=[CH:10][CH:11]=[CH:12][C:13]=3[C:22](=[O:24])[NH2:23])[CH2:6][CH2:5][CH2:4][CH2:3][CH2:2]1.C([O-])([O-])=O.[Cs+].[Cs+].Br[CH2:32][C:33]([O:35][CH3:36])=[O:34].[Na+].[Cl-]>CN(C=O)C.CCOC(C)=O.O>[CH:1]1([CH2:7][N:8]2[C:20]3[CH:19]=[CH:18][CH:17]=[C:16]([O:21][CH2:32][C:33]([O:35][CH3:36])=[O:34])[C:15]=3[C:14]3[C:9]2=[CH:10][CH:11]=[CH:12][C:13]=3[C:22](=[O:24])[NH2:23])[CH2:2][CH2:3][CH2:4][CH2:5][CH2:6]1 |f:1.2.3,5.6|. Procedure: A mixture of 9-[(cyclohexyl)methyl]-4-hydroxy-5-carbamoyl carbazole (60 mg, 0.186 mmol) and Cs2CO3 (150 mg; 0.460 mmol) in 2 mL of DMF was treated with methyl bromoacetate (0.023 mL; 0.242 mmol). The reaction was stirred for 2 hours at ambient temperature, then it was diluted with EtOAc and H2O (10 mL each). The aqueous layer was saturated with solid NaCl and extracted with EtOAc (2×10 mL). The combined organic layers were washed with H2O (2×25 mL), dried over anhydrous Na2SO4, filtered and conc... Starting materials: FC1=C(C=CC(=C1)CC(C)=O)C1=CC=CC=C1 (1-(2-fluoro-4-biphenylyl)-2-propanone), ClC=1C=C(CCl)C=CC1Cl (3,4-dichlorobenzyl chloride), [OH-].[Na+] (sodium hydroxide). Run at temperature 100 celsius, time 6 hour. The product is ClC=1C=C(C=CC1Cl)CC(C(C)=O)C1=CC(=C(C=C1)C1=CC=CC=C1)F (4-(3,4-dichlorophenyl)-3-(2-fluoro-4-biphenylyl)-2-butanone). The yield is 84.9%. Reaction SMILES: [F:1][C:2]1[CH:7]=[C:6]([CH2:8][C:9](=[O:11])[CH3:10])[CH:5]=[CH:4][C:3]=1[C:12]1[CH:17]=[CH:16][CH:15]=[CH:14][CH:13]=1.[Cl:18][C:19]1[CH:20]=[C:21]([CH:24]=[CH:25][C:26]=1[Cl:27])[CH2:22]Cl.[OH-].[Na+]>>[Cl:18][C:19]1[CH:20]=[C:21]([CH2:22][CH:8]([C:6]2[CH:5]=[CH:4][C:3]([C:12]3[CH:13]=[CH:14][CH:15]=[CH:16][CH:17]=3)=[C:2]([F:1])[CH:7]=2)[C:9](=[O:11])[CH3:10])[CH:24]=[CH:25][C:26]=1[Cl:27] |f:2.3|. Procedure details: 45.1 g of the ketone compound thus obtained, 50.3 g of 3,4-dichlorobenzyl chloride and 15.8 g of sodium hydroxide were mixed, heated with stirring at 100° C. for 6 hours. The reaction solution was left to cool to room temperature and then extracted by an addition of ethyl acetate and water. The organic layer was post-treated by a conventional method. Then, the product was purified by silica gel column chromatography (hexane/ethyl acetate=50/1) to obtain 65.0 g (yield: 85%) of 4-(3,4-dichlorophen...